Task: describe an organic reaction: reactants, conditions, products, and yield. Dataset: the Open Reaction Database (ORD), a public repository of structured organic reaction records Reactants: [OH-].[K+] (potassium hydroxide), N1=CC(=CC=C1)CCC=O (3-(3-pyridyl)propionaldehyde), C1(=CC=CC=C1)CCCN (3-phenylpropylamine), C(#N)[BH3-].[Na+] (sodium cyanoborohydride). The solvent is CO (methanol). Reaction conditions: time 2 hour. The product is N1=CC(=CC=C1)CCCNCCCC1=CC=CC=C1 (3-(3-Pyridyl)propyl-3-phenylpropylamine). Isolated yield 29.5%. As a reaction SMILES: [N:1]1[CH:6]=[CH:5][CH:4]=[C:3]([CH2:7][CH2:8][CH:9]=O)[CH:2]=1.[C:11]1([CH2:17][CH2:18][CH2:19][NH2:20])[CH:16]=[CH:15][CH:14]=[CH:13][CH:12]=1.C([BH3-])#N.[Na+].[OH-].[K+]>CO>[N:1]1[CH:6]=[CH:5][CH:4]=[C:3]([CH2:7][CH2:8][CH2:9][NH:20][CH2:19][CH2:18][CH2:17][C:11]2[CH:16]=[CH:15][CH:14]=[CH:13][CH:12]=2)[CH:2]=1 |f:2.3,4.5|. Procedure: A stirred mixture of 3-(3-pyridyl)propionaldehyde (4.40 g, 32.5 mmoles) and 3-phenylpropylamine (5.30 g, 1.2 equiv.) in methanol at rt was treated with sodium cyanoborohydride (1 g, 0.5 equiv.). After 1 h at rt the mixture was further treated with solid potassium hydroxide (3.6 g, 2 equiv.) and stirring was continued for 2 h. The resulting mixture was partitioned between brine and ether. The aqueous layer was extracted with ether and the combined ether extracts were extracted with 6N HCl (3×). T...